describe an organic reaction: reactants, conditions, products, and yield From a dataset of the Open Reaction Database (ORD), a public repository of structured organic reaction records. Run at time 1 hour. Reactants: C1(=CC=C(C=C1)S(=O)(=O)[O-])C.[NH+]1=CC=CC=C1 (pyridinium p-toluenesulfonate), C(C1=CC=CC=C1)N([C@H](C(=O)OCC1=CC=CC=C1)CC(=O)OC)C[C@@H](COS(=O)(=O)C1=CC=C(C=C1)C)O (1-benzyl 4-methyl(2S)-2-[benzyl((2S)-2-hydroxy-3-[(4-methylphenyl)sulfonyl]oxypropyl)amino]succinate), C(Cl)Cl (methylene chloride), C(=C)OCC (ethyl vinyl ether). Procedure details: To a mixture of 1-benzyl 4-methyl(2S)-2-[benzyl((2S)-2-hydroxy-3-[(4-methylphenyl)sulfonyl]oxypropyl)amino]succinate (43.0 g, 0.0774 mol) in methylene chloride (600.0 mL, 9.360 mol) was added ethyl vinyl ether (14.8 mL, 0.155 mol) followed by pyridinium p-toluenesulfonate (1 g, 0.004 mol). The mixture was stirred at rt for 1 h, concentrated to dry and purified on silical gel (eluting with 0 to 20% EtOAc in hexane) to afford the ether compound (39.7 g, 81.7%). MS (ESI): (M+H)+=628.1. Yields the product C(C1=CC=CC=C1)N([C@H](C(=O)OCC1=CC=CC=C1)CC(=O)OC)C[C@@H](COS(=O)(=O)C1=CC=C(C=C1)C)OC(C)OCC (1-benzyl 4-methyl(2S)-2-[benzyl((2S)-2-(1-ethoxyethoxy)-3-[(4-methylphenyl)sulfony]oxypropyl)amino]succinate). RXN SMILES: [CH2:1]([N:8]([CH2:25][C@H:26]([OH:39])[CH2:27][O:28][S:29]([C:32]1[CH:37]=[CH:36][C:35]([CH3:38])=[CH:34][CH:33]=1)(=[O:31])=[O:30])[C@@H:9]([CH2:20][C:21]([O:23][CH3:24])=[O:22])[C:10]([O:12][CH2:13][C:14]1[CH:19]=[CH:18][CH:17]=[CH:16][CH:15]=1)=[O:11])[C:2]1[CH:7]=[CH:6][CH:5]=[CH:4][CH:3]=1.C(Cl)Cl.[CH:43]([O:45][CH2:46][CH3:47])=[CH2:44].C1(C)C=CC(S([O-])(=O)=O)=CC=1.[NH+]1C=CC=CC=1>>[CH2:1]([N:8]([CH2:25][C@H:26]([O:39][CH:43]([O:45][CH2:46][CH3:47])[CH3:44])[CH2:27][O:28][S:29]([C:32]1[CH:33]=[CH:34][C:35]([CH3:38])=[CH:36][CH:37]=1)(=[O:31])=[O:30])[C@@H:9]([CH2:20][C:21]([O:23][CH3:24])=[O:22])[C:10]([O:12][CH2:13][C:14]1[CH:19]=[CH:18][CH:17]=[CH:16][CH:15]=1)=[O:11])[C:2]1[CH:7]=[CH:6][CH:5]=[CH:4][CH:3]=1 |f:3.4|. The reactants are ClC1=NC=CC=N1 (2-chloropyrimidine), NCCN1CCC(CC1)NC=1N(C2=NC=NC=C2N1)CC1=CC=C(C=C1)F (N-[1-(2 aminoethyl)-4-piperidinyl]-9-[(4-fluorophenyl)methyl]-9H-purin-8-amine), C(O)([O-])=O.[Na+] (sodium hydrogen carbonate). The solvent is C(C)O (ethanol). The product is FC1=CC=C(C=C1)CN1C2=NC=NC=C2N=C1NC1CCN(CC1)CCNC1=NC=CC=N1 (9-[(4-fluorophenyl)methyl]-N-[1-[2-(2-pyrimidinylamino)ethyl]-4-piperidinyl]-9H-purin-8-amine). Yield: 67.0%. RXN SMILES: Cl[C:2]1[N:7]=[CH:6][CH:5]=[CH:4][N:3]=1.[NH2:8][CH2:9][CH2:10][N:11]1[CH2:16][CH2:15][CH:14]([NH:17][C:18]2[N:19]([CH2:27][C:28]3[CH:33]=[CH:32][C:31]([F:34])=[CH:30][CH:29]=3)[C:20]3[C:25]([N:26]=2)=[CH:24][N:23]=[CH:22][N:21]=3)[CH2:13][CH2:12]1.C(=O)([O-])O.[Na+]>C(O)C>[F:34][C:31]1[CH:30]=[CH:29][C:28]([CH2:27][N:19]2[C:18]([NH:17][CH:14]3[CH2:13][CH2:12][N:11]([CH2:10][CH2:9][NH:8][C:2]4[N:7]=[CH:6][CH:5]=[CH:4][N:3]=4)[CH2:16][CH2:15]3)=[N:26][C:25]3[C:20]2=[N:21][CH:22]=[N:23][CH:24]=3)=[CH:33][CH:32]=1 |f:2.3|. Reported procedure: A mixture of 1.7 parts of 2-chloropyrimidine, 5.5 parts of N-[1-(2 aminoethyl)-4-piperidinyl]-9-[(4-fluorophenyl)methyl]-9H-purin-8-amine, 1.5 parts of sodium hydrogen carbonate and 160 parts of ethanol was stirred and refluxed for 20 hours. The reaction mixture was evaporated. The residue was purified by column chromatography over silica gel using a mixture of trichloromethane and methanol (95:5 by volume) as eluent. The pure fractions were collected and the eluent was evaporated. The residue w... The reactants are CC(=O)NC1CN(CCN2CCOCC2)S(=O)(=O)c2sc(S(N)(=O)=O)cc21, C1CCOC1, Cl. Yields the product CCNC1CN(CCN2CCOCC2)S(=O)(=O)c2sc(S(N)(=O)=O)cc21, Cl. As a reaction SMILES: [C:1]([CH3:2])(=[O:3])[NH:4][CH:5]1[CH2:6][N:7]([CH2:20][CH2:21][N:22]2[CH2:23][CH2:24][O:25][CH2:26][CH2:27]2)[S:8](=[O:18])(=[O:19])[c:9]2[c:10]1[cH:11][c:12]([S:14](=[O:15])(=[O:16])[NH2:17])[s:13]2.[CH2:29]1[O:30][CH2:31][CH2:32][CH2:33]1.[ClH:28]>>[CH2:1]([CH3:2])[NH:4][CH:5]1[CH2:6][N:7]([CH2:20][CH2:21][N:22]2[CH2:23][CH2:24][O:25][CH2:26][CH2:27]2)[S:8](=[O:18])(=[O:19])[c:9]2[c:10]1[cH:11][c:12]([S:14](=[O:15])(=[O:16])[NH2:17])[s:13]2.[ClH:28]. The reactants are C(C)(C)(C)OC(=O)N[C@@H](CC1=CC(=CC=C1)F)C(=O)OCC1=CC=CC=C1 (benzyl N-(tert-butoxycarbonyl)-3-fluoro-L-phenylalaninate), solution, Cl (hydrogen chloride). Run in O1CCOCC1 (dioxane). Conditions: time 8 hour. The product is Cl.FC=1C=C(C[C@H](N)C(=O)OCC2=CC=CC=C2)C=CC1 (benzyl 3-fluoro-L-phenylalaninate hydrochloride). As a reaction SMILES: C(OC([NH:8][C@H:9]([C:18]([O:20][CH2:21][C:22]1[CH:27]=[CH:26][CH:25]=[CH:24][CH:23]=1)=[O:19])[CH2:10][C:11]1[CH:16]=[CH:15][CH:14]=[C:13]([F:17])[CH:12]=1)=O)(C)(C)C.[ClH:28]>O1CCOCC1>[ClH:28].[F:17][C:13]1[CH:12]=[C:11]([CH:16]=[CH:15][CH:14]=1)[CH2:10][C@@H:9]([C:18]([O:20][CH2:21][C:22]1[CH:27]=[CH:26][CH:25]=[CH:24][CH:23]=1)=[O:19])[NH2:8] |f:3.4|. Procedure details: To benzyl N-(tert-butoxycarbonyl)-3-fluoro-L-phenylalaninate (659 mg) was added a 4 M solution of hydrogen chloride in dioxane (8.82 mL), followed by stirring at room temperature overnight. The reaction mixture was concentrated under reduced pressure to obtain benzyl 3-fluoro-L-phenylalaninate hydrochloride (505 mg). Product: CC(C)Cc1cc2c(C(F)(F)F)c(C#N)ccc2n1CC1CC1. RXN SMILES: [Br:20][CH2:21][CH:22]1[CH2:23][CH2:24]1.[CH3:1][CH:2]([CH2:3][c:4]1[nH:5][c:6]2[cH:7][cH:8][c:9]([C:17]#[N:18])[c:10]([C:13]([F:14])([F:15])[F:16])[c:11]2[cH:12]1)[CH3:19]>>[CH3:1][CH:2]([CH2:3][c:4]1[n:5]([CH2:21][CH:22]2[CH2:23][CH2:24]2)[c:6]2[cH:7][cH:8][c:9]([C:17]#[N:18])[c:10]([C:13]([F:14])([F:15])[F:16])[c:11]2[cH:12]1)[CH3:19]. Starting materials: BrCC1CC1, CC(C)Cc1cc2c(C(F)(F)F)c(C#N)ccc2[nH]1. Reactants: COc1ccc2ccccc2c1 (substrate), Cc1ccccc1[Li] (effective_coupling_partner). The reagents and catalysts are SIMes. Reaction conditions: temperature 25 celsius, time 12 hour. Yields the product Cc1ccccc1c3ccc2ccccc2c3. The reactants are ClC=1N=C(NC1CC)C(=O)O (4-Chloro-5-ethyl-1H-imidazole-2-carboxylic acid), S(=O)(Cl)Cl (thionyl chloride). Reaction conditions: temperature 75 celsius, time 50 minute. The product is ClC=1N=C(NC1CC)C(=O)Cl (4-Chloro-5-ethyl-1H-imidazole-2-carbonyl chloride). Reaction SMILES: [Cl:1][C:2]1[N:3]=[C:4]([C:9]([OH:11])=O)[NH:5][C:6]=1[CH2:7][CH3:8].S(Cl)([Cl:14])=O>>[Cl:1][C:2]1[N:3]=[C:4]([C:9]([Cl:14])=[O:11])[NH:5][C:6]=1[CH2:7][CH3:8]. Reported procedure: 4-Chloro-5-ethyl-1H-imidazole-2-carboxylic acid obtained by the method described in Example (1d) (55 mg, 0.29 mmol) was dissolved in thionyl chloride (1.5 mL), and the mixture was stirred at 75° C. for 50 minutes. The reaction solution was concentrated under reduced pressure. The resulting compound was used for the next reaction without purification. Starting materials: CN(C)CC1CSC2=CC=CC=C2C1=O ((RS)-3-dimethylaminomethyl-thiochroman-4-one), [Cl-].[NH4+] (ammonium chloride), [Mg] (magnesium), BrC1=CC(=CC=C1)OC (1-bromo-3-methoxy-benzene). Solvent: O1CCCC1 (tetrahydrofuran), O1CCCC1 (tetrahydrofuran). Conditions: temperature 20 celsius, time 6 hour. Yields the product Grignard reagent, CN(C)CC1CSC2=CC=CC=C2C1(O)C1=CC(=CC=C1)OC ((3RS, 4RS)-3-dimethylaminomethyl-4-(3-methoxy-phenyl)-thiochroman-4-ol). RXN SMILES: [Mg].Br[C:3]1[CH:8]=[CH:7][CH:6]=[C:5]([O:9][CH3:10])[CH:4]=1.[CH3:11][N:12]([CH2:14][CH:15]1[C:24](=[O:25])[C:23]2[C:18](=[CH:19][CH:20]=[CH:21][CH:22]=2)[S:17][CH2:16]1)[CH3:13].[Cl-].[NH4+]>O1CCCC1>[CH3:13][N:12]([CH2:14][CH:15]1[C:24]([C:3]2[CH:8]=[CH:7][CH:6]=[C:5]([O:9][CH3:10])[CH:4]=2)([OH:25])[C:23]2[C:18](=[CH:19][CH:20]=[CH:21][CH:22]=2)[S:17][CH2:16]1)[CH3:11] |f:3.4|. Procedure details: The corresponding Grignard reagent was prepared from 0.73 g magnesium turnings and 5.61 g 1-bromo-3-methoxy-benzene in 20 ml of dry tetrahydrofuran, with gentle boiling. A solution of 4.43 g (RS)-3-dimethylaminomethyl-thiochroman-4-one in 10 ml dry tetrahydrofuran was added drop-wise thereto at +5 to 10° C. The batch was subsequently stirred for 6 hours at 20° C. and was then decomposed with 10 ml of a saturated ammonium chloride solution. The batch was extracted three times with diethyl ether, ... The reactants are C=CCN=C=S, COCc1ccccn1, O, [Li]c1ccccc1, c1ccccc1. Product: C=CCNC(=S)C(OC)c1ccccn1. RXN SMILES: [CH2:23]([CH:24]=[CH2:25])[N:26]=[C:27]=[S:28].[CH3:1][O:2][CH2:3][c:4]1[n:5][cH:6][cH:7][cH:8][cH:9]1.[OH2:29].[c:16]1([Li:17])[cH:18][cH:19][cH:20][cH:21][cH:22]1.[cH:10]1[cH:11][cH:12][cH:13][cH:14][cH:15]1>>[CH3:1][O:2][CH:3]([c:4]1[n:5][cH:6][cH:7][cH:8][cH:9]1)[C:27]([NH:26][CH2:23][CH:24]=[CH2:25])=[S:28].